This data is from the Open Reaction Database (ORD), a public repository of structured organic reaction records. The task is: describe an organic reaction: reactants, conditions, products, and yield The reactants are FC=1C(=NN(C1)C)CO ((4-fluoro-1-methyl-1H-pyrazol-3-yl)methanol), S(=O)(Cl)Cl (thionyl chloride). Solvent: C(Cl)Cl (DCM). Conditions: time 2 hour. Product: ClCC1=NN(C=C1F)C (3-(Chloromethyl)-4-fluoro-1-methyl-1H-pyrazole). RXN SMILES: [F:1][C:2]1[C:3]([CH2:8]O)=[N:4][N:5]([CH3:7])[CH:6]=1.S(Cl)([Cl:12])=O>C(Cl)Cl>[Cl:12][CH2:8][C:3]1[C:2]([F:1])=[CH:6][N:5]([CH3:7])[N:4]=1. Procedure details: To a 25 mL round-bottomed flask containing (4-fluoro-1-methyl-1H-pyrazol-3-yl)methanol (285 g, 2.2 mmol) in dry DCM (10 mL), was added thionyl chloride (0.3 mL, 4.4 mmol). The reaction mixture was stirred at RT for 2 h then concentrated to dryness to provide the title compound, which was carried forward without further purification. The reactants are COC(C(CCC(CC=CC(=CC(=O)O)C)C)C)(C)C (11-methoxy-3,7,10,11-tetramethyldodeca-2,4-dienoic acid), CC(=CC(=O)O)C=CCC(CC(C(=C)C)C)C (3,7,9,10-tetramethylundeca-2,4,10-trienoic acid), C(C)[Li] (ethyl lithium), 13-methoxy-5,9,12,13-tetramethyltetradeca-3,6-dien-3-one, CC(=CC(CC)=O)C=CCC(CC(C(=C)C)C)C (5,9,11,12-tetramethyltrideca-4,6,12-trien-3-one). Yields the product CC(=CC(C)=O)C=CCC(CC=C(C)C)C (4,8,11-trimethyldodeca-3,5,10-trien-2-one). As a reaction SMILES: COC(C)(C)C(C)CCC(C)CC=CC(C)=CC(O)=O.CC(C=CCC(C)CC(C)C(C)=C)=CC(O)=O.C([Li])C.[CH3:41][C:42]([CH:48]=[CH:49][CH2:50][CH:51]([CH3:58])[CH2:52][CH:53](C)[C:54]([CH3:56])=[CH2:55])=[CH:43][C:44](=[O:47])[CH2:45]C>>[CH3:41][C:42]([CH:48]=[CH:49][CH2:50][CH:51]([CH3:58])[CH2:52][CH:53]=[C:54]([CH3:56])[CH3:55])=[CH:43][C:44](=[O:47])[CH3:45]. Procedure details: Following the process of this example, each of 11-methoxy-3,7,10,11-tetramethyldodeca-2,4-dienoic acid and 3,7,9,10-tetramethylundeca-2,4,10-trienoic acid is reacted with ethyl lithium to prepare 13-methoxy-5,9,12,13-tetramethyltetradeca-3,6-dien-3-one and 5,9,11,12-tetramethyltrideca-4,6,12-trien-3-one, respectively.